This data is from the Open Reaction Database (ORD), a public repository of structured organic reaction records. The task is: describe an organic reaction: reactants, conditions, products, and yield Starting materials: [H-].[Na+] (sodium hydride), C(C)C=1NC=CN1 (2-ethylimidazole), S(=O)(=O)(OC[C@H]1CN([C@@H]2CC3=CNC4=CC=CC([C@H]2C1)=C34)C)C3=CC=C(C)C=C3 (6-methylergolin-8β-ylmethyl tosylate). The solvent is CN(C=O)C (dimethylformamide). Run at time 30 minute. Product: C(C)C=1N(C=CN1)C[C@H]1CN([C@@H]2CC3=CNC4=CC=CC([C@H]2C1)=C34)C (2-Ethyl-1-(6-methylergolin-8β-ylmethyl)imidazole). Isolated yield 61.4%. As a reaction SMILES: [H-].[Na+].[CH2:3]([C:5]1[NH:6][CH:7]=[CH:8][N:9]=1)[CH3:4].S(C1C=CC(C)=CC=1)(O[CH2:14][C@@H:15]1[CH2:29][C@H:28]2[C@@H:18]([CH2:19][C:20]3[C:30]4[C:23](=[CH:24][CH:25]=[CH:26][C:27]2=4)[NH:22][CH:21]=3)[N:17]([CH3:31])[CH2:16]1)(=O)=O>CN(C)C=O>[CH2:3]([C:5]1[N:6]([CH2:14][C@@H:15]2[CH2:29][C@H:28]3[C@@H:18]([CH2:19][C:20]4[C:30]5[C:23](=[CH:24][CH:25]=[CH:26][C:27]3=5)[NH:22][CH:21]=4)[N:17]([CH3:31])[CH2:16]2)[CH:7]=[CH:8][N:9]=1)[CH3:4] |f:0.1|. Procedure: 0.9 g of 50% sodium hydride in an oil was added in small portions to a mixture of 3.0 g of 2-ethylimidazole and 60 ml of dimethylformamide, and the resulting mixture was stirred for 30 minutes. 3.0 g of 6-methylergolin-8β-ylmethyl tosylate was added to the mixture which was then heated on a water bath for 1.5 hours. The solvent was distilled off under reduced pressure, and the residue was purified by silica gel column chromatography (eluted with acetone). The product was recrystallized from meth... Starting materials: O=C(Oc1ccccc1)Oc1ccccc1, O=CNc1ccccc1, O=CNc1ccccc1, Oc1ccccc1, Oc1ccccc1. Product: O=C=Nc1ccccc1. RXN SMILES: [C:1](=[O:2])([O:3][c:4]1[cH:5][cH:6][cH:7][cH:8][cH:9]1)[O:10][c:11]1[cH:12][cH:13][cH:14][cH:15][cH:16]1.[CH:17](=[O:18])[NH:19][c:20]1[cH:21][cH:22][cH:23][cH:24][cH:25]1.[CH:33]([NH:34][c:35]1[cH:36][cH:37][cH:38][cH:39][cH:40]1)=[O:41].[OH:26][c:27]1[cH:28][cH:29][cH:30][cH:31][cH:32]1.[c:42]1([OH:43])[cH:44][cH:45][cH:46][cH:47][cH:48]1>>[C:17](=[O:18])=[N:19][c:20]1[cH:21][cH:22][cH:23][cH:24][cH:25]1. Starting materials: O=C(Br)CBr, CO, CCN(C(C)C)C(C)C, CC(C)(C)OC(=O)CCC(N)C(=O)NC(CCC(=O)OCC[Si](C)(C)C)C(=O)OC(C)(C)C, C1CCOC1. Yields the product CC(C)(C)OC(=O)CCC(NC(=O)CBr)C(=O)NC(CCC(=O)OCC[Si](C)(C)C)C(=O)OC(C)(C)C. Reaction SMILES: [Br:43][CH2:44][C:45](=[O:46])[Br:47].[CH3:48][OH:49].[CH:34]([N:35]([CH:36]([CH3:37])[CH3:38])[CH2:39][CH3:40])([CH3:41])[CH3:42].[NH2:1][CH:2]([C:3](=[O:4])[NH:5][CH:6]([C:7](=[O:8])[O:9][C:10]([CH3:11])([CH3:12])[CH3:13])[CH2:14][CH2:15][C:16](=[O:17])[O:18][CH2:19][CH2:20][Si:21]([CH3:22])([CH3:23])[CH3:24])[CH2:25][CH2:26][C:27](=[O:28])[O:29][C:30]([CH3:31])([CH3:32])[CH3:33].[O:50]1[CH2:51][CH2:52][CH2:53][CH2:54]1>>[NH:1]([CH:2]([C:3](=[O:4])[NH:5][CH:6]([C:7](=[O:8])[O:9][C:10]([CH3:11])([CH3:12])[CH3:13])[CH2:14][CH2:15][C:16](=[O:17])[O:18][CH2:19][CH2:20][Si:21]([CH3:22])([CH3:23])[CH3:24])[CH2:25][CH2:26][C:27](=[O:28])[O:29][C:30]([CH3:31])([CH3:32])[CH3:33])[C:45]([CH2:44][Br:43])=[O:46]. Starting materials: ClC=1C=C(C=CC1)[C@@](CCCCOC)(O)[C@H]1CN(CCC1)C(=O)NC(CN(C(=O)OCC[Si](C)(C)C)C)CC1(CCCCC1)O ((3R)-3-((S)-1-(3-chlorophenyl)-1-hydroxy-5-methoxypentyl)-N-(3-(1-hydroxycyclohexyl)-1-(N-methyl-N-(2-(trimethylsilyl)ethoxycarbonyl)amino)propan-2-yl)piperidine-1-carboxamide), [N+](CC)(CC)(CC)CC.[F-] (Et4NF). Run in C1CCOC1 (THF). Reaction conditions: temperature 45 celsius, time 2 hour. Yields the product ClC=1C=C(C=CC1)[C@@](CCCCOC)(O)[C@H]1CN(CCC1)C(=O)NC(CNC)CC1(CCCCC1)O ((3R)-3-((S)-1-(3-chlorophenyl)-1-hydroxy-5-methoxypentyl)-N-(3-(1-hydroxycyclohexyl)-1-(methylamino)propan-2-yl)piperidine-1-carboxamide). Yield: 83.9%. As a reaction SMILES: [Cl:1][C:2]1[CH:3]=[C:4]([C@:8]([C@@H:16]2[CH2:21][CH2:20][CH2:19][N:18]([C:22]([NH:24][CH:25]([CH2:38][C:39]3([OH:45])[CH2:44][CH2:43][CH2:42][CH2:41][CH2:40]3)[CH2:26][N:27](C)[C:28](OCC[Si](C)(C)C)=O)=[O:23])[CH2:17]2)([OH:15])[CH2:9][CH2:10][CH2:11][CH2:12][O:13][CH3:14])[CH:5]=[CH:6][CH:7]=1.[N+](CC)(CC)(CC)CC.[F-]>C1COCC1>[Cl:1][C:2]1[CH:3]=[C:4]([C@:8]([C@@H:16]2[CH2:21][CH2:20][CH2:19][N:18]([C:22]([NH:24][CH:25]([CH2:38][C:39]3([OH:45])[CH2:40][CH2:41][CH2:42][CH2:43][CH2:44]3)[CH2:26][NH:27][CH3:28])=[O:23])[CH2:17]2)([OH:15])[CH2:9][CH2:10][CH2:11][CH2:12][O:13][CH3:14])[CH:5]=[CH:6][CH:7]=1 |f:1.2|. Procedure: To a solution of (3R)-3-((S)-1-(3-chlorophenyl)-1-hydroxy-5-methoxypentyl)-N-(3-(1-hydroxycyclohexyl)-1-(N-methyl-N-(2-(trimethylsilyl)ethoxycarbonyl)amino)propan-2-yl)piperidine-1-carboxamide (20 mg, 0.03 mmol) in anhydrous THF (1 mL) was added Et4NF (3 mg). The solution was stirred at 45° C. for 2 h and evaporated under reduced pressure. The residue was purified by prep HPLC to give (3R)-3-((S)-1-(3-chlorophenyl)-1-hydroxy-5-methoxypentyl)-N-(3-(1-hydroxycyclohexyl)-1-(methylamino)propan-2-yl)... Starting materials: C[C@@H]1NC(OC1(C1=CC=CC=C1)C1=CC=CC=C1)=O ((S)-4-Methyl-5,5-diphenyl-2-oxazolidinone), [H][H] (hydrogen). The reagents and catalysts are [Pd] (Pd). Run in CO.CC(=O)O (MeOH AcOH). Conditions: time 8 hour. Yields the product N[C@H](C(C1=CC=CC=C1)C1=CC=CC=C1)C ((S)-2-Amino-1,1-diphenyl-propane). Isolated yield 64.7%. RXN SMILES: [CH3:1][C@H:2]1[C:6]([C:13]2[CH:18]=[CH:17][CH:16]=[CH:15][CH:14]=2)([C:7]2[CH:12]=[CH:11][CH:10]=[CH:9][CH:8]=2)OC(=O)[NH:3]1.[H][H]>CO.CC(O)=O.[Pd]>[NH2:3][C@@H:2]([CH3:1])[CH:6]([C:7]1[CH:12]=[CH:11][CH:10]=[CH:9][CH:8]=1)[C:13]1[CH:18]=[CH:17][CH:16]=[CH:15][CH:14]=1 |f:2.3|. Procedure: A suspension of (S)-4-methyl-5,5-diphenyl-2-oxazolidinone (11) (3.52 g, 13.90 mmol) in MeOH/AcOH and a 10% Pd (148 mg, 1.39 mmol) on activated carbon was shaken for 45 h under 4–5 atm pressure of hydrogen at room temperature. The catalyst was filtered off over Hyflo Super Cell and organic solvents were evaporated under reduced pressure. The resulting residue was treated with HCl (2M, 100 ml), stirred overnight at room temperature, made basic with NaOH pellets, and saturated with K2CO3. The organ...